This data is from the Open Reaction Database (ORD), a public repository of structured organic reaction records. The task is: describe an organic reaction: reactants, conditions, products, and yield The reactants are C(C)OC(=O)CN1C(COC2=C1C=CC(=C2)F)=O (4-ethoxycarbonylmethyl-7-fluoro-2H-1,4-benzoxazin-3(4H)-one), O.N (ammonia water). The solvent is C(C)O (ethanol). The product is C(N)(=O)CN1C(COC2=C1C=CC(=C2)F)=O (4-carbamoylmethyl-7-fluoro-2H-1,4-benzoxazin-3(4H)-one). Isolated yield 40.0%. Reaction SMILES: C([O:3][C:4]([CH2:6][N:7]1[C:12]2[CH:13]=[CH:14][C:15]([F:17])=[CH:16][C:11]=2[O:10][CH2:9][C:8]1=[O:18])=O)C.O.[NH3:20]>C(O)C>[C:4]([CH2:6][N:7]1[C:12]2[CH:13]=[CH:14][C:15]([F:17])=[CH:16][C:11]=2[O:10][CH2:9][C:8]1=[O:18])(=[O:3])[NH2:20] |f:1.2|. Procedure: A mixture of 4-ethoxycarbonylmethyl-7-fluoro-2H-1,4-benzoxazin-3(4H)-one (1.27 g), ethanol (20 ml) and 28% ammonia water (10 g) was mixed at room temperature for 2 hours, and refluxed for 3 hours. After the solvent was concentrated, it was mixed with water, and filtered. Resulting product was washed with water and ethanol in that order, and recrystallized from methylisobutyl ketone to give the desired 4-carbamoylmethyl-7-fluoro-2H-1,4-benzoxazin-3(4H)-one (0.45 g). mp. 216.5°-219° C. Starting materials: CC(=O)O, CN(C)CCOCc1ncccc1OCCOC1CCCCO1. Yields the product CN(C)CCOCc1ncccc1OCCO. RXN SMILES: [C:24]([OH:25])(=[O:26])[CH3:27].[O:1]1[CH2:2][CH2:3][CH2:4][CH2:5][CH:6]1[O:7][CH2:8][CH2:9][O:10][c:11]1[c:12]([CH2:17][O:18][CH2:19][CH2:20][N:21]([CH3:22])[CH3:23])[n:13][cH:14][cH:15][cH:16]1>>[OH:7][CH2:8][CH2:9][O:10][c:11]1[c:12]([CH2:17][O:18][CH2:19][CH2:20][N:21]([CH3:22])[CH3:23])[n:13][cH:14][cH:15][cH:16]1. Reactants: CC(=O)Nc1cccc(-c2ccc(C(=O)OC(C)(C)C)c(Nc3ccc(F)cc3)c2)c1, O=C(O)C(F)(F)F. Product: CC(=O)Nc1cccc(-c2ccc(C(=O)O)c(Nc3ccc(F)cc3)c2)c1. As a reaction SMILES: [C:1]([CH3:2])(=[O:3])[NH:4][c:5]1[cH:6][c:7](-[c:11]2[cH:12][c:13]([NH:24][c:25]3[cH:26][cH:27][c:28]([F:31])[cH:29][cH:30]3)[c:14]([C:15](=[O:16])[O:17][C:18]([CH3:19])([CH3:20])[CH3:21])[cH:22][cH:23]2)[cH:8][cH:9][cH:10]1.[OH:32][C:33]([C:34]([F:35])([F:36])[F:37])=[O:38]>>[C:1]([CH3:2])(=[O:3])[NH:4][c:5]1[cH:6][c:7](-[c:11]2[cH:12][c:13]([NH:24][c:25]3[cH:26][cH:27][c:28]([F:31])[cH:29][cH:30]3)[c:14]([C:15](=[O:16])[OH:17])[cH:22][cH:23]2)[cH:8][cH:9][cH:10]1.